describe an organic reaction: reactants, conditions, products, and yield From a dataset of the Open Reaction Database (ORD), a public repository of structured organic reaction records. Starting materials: ClC1C(CCC1)=O (2-chlorocyclopentanone), Cl (HCl), BrC1=C(C=C(C=C1)OC)OC (1-bromo-2,4-dimethoxybenzene), Mg, II (I2). The solvent is C1CCOC1 (THF), CCOCC (Et2O), C1CCOC1 (THF), C1CCOC1 (THF). Reaction conditions: temperature 0 celsius. Yields the product COC1=C(C=CC(=C1)OC)C1C(CCC1)=O (2-(2,4-Dimethoxyphenyl)cyclopentanone). Yield: 67.0%. Reaction SMILES: Br[C:2]1[CH:7]=[CH:6][C:5]([O:8][CH3:9])=[CH:4][C:3]=1[O:10][CH3:11].II.Cl[CH:15]1[CH2:19][CH2:18][CH2:17][C:16]1=[O:20].Cl>C1COCC1.CCOCC>[CH3:11][O:10][C:3]1[CH:4]=[C:5]([O:8][CH3:9])[CH:6]=[CH:7][C:2]=1[CH:15]1[CH2:19][CH2:18][CH2:17][C:16]1=[O:20]. Procedure: A solution of 1-bromo-2,4-dimethoxybenzene (345 μL, 1.2 eq.) in dry THF (0.5 mL) was added dropwise, under N2, to a suspension of Mg turnings (64 mg, 1.3 eq.) in dry THF (0.7 mL) and in presence of a catalitic amount of I2. The reaction mixture was stirred at reflux for 1 hr and then cooled down to 0° C. To this mixture was added dropwise a solution of 2-chlorocyclopentanone (0.2 mL, 2 mmol) in anh. THF (0.5 mL) and the reaction mixture was heated to reflux for 2 hr. The mixture was allowed to c... The reactants are C(C)(=O)NC[C@H]1CN(C(O1)=O)C1=CC(=C(C(=C1)F)N1CCC(CC1)(COC)OP(O)(O)=O)F (phosphoric acid mono-(1-{4-[(S)-5-(acetylamino-methyl)-2-oxo-oxazolidin-3-yl]-2,6-difluorophenyl}-4-methoxymethyl-piperidin-4-yl)ester), [OH-].[Mg+2].[OH-] (magnesium hydroxide). Solvent: O (water). Run at temperature 7.5 celsius, time 2 hour. The product is [Mg+2].C(C)(=O)NC[C@H]1CN(C(O1)=O)C1=CC(=C(C(=C1)F)N1CCC(CC1)(COC)OP([O-])([O-])=O)F (Phosphoric acid mono-(1-{4-[(S)-5-(acetylamino-methyl)-2-oxo-oxazolidin-3-yl]-2,6-difluoro-phenyl}-4-methoxymethyl-piperidin-4-yl)ester magnesium salt). Isolated yield 92.0%. RXN SMILES: [C:1]([NH:4][CH2:5][C@@H:6]1[O:10][C:9](=[O:11])[N:8]([C:12]2[CH:17]=[C:16]([F:18])[C:15]([N:19]3[CH2:24][CH2:23][C:22]([O:28][P:29](=[O:32])([OH:31])[OH:30])([CH2:25][O:26][CH3:27])[CH2:21][CH2:20]3)=[C:14]([F:33])[CH:13]=2)[CH2:7]1)(=[O:3])[CH3:2].[OH-].[Mg+2:35].[OH-]>O>[Mg+2:35].[C:1]([NH:4][CH2:5][C@@H:6]1[O:10][C:9](=[O:11])[N:8]([C:12]2[CH:17]=[C:16]([F:18])[C:15]([N:19]3[CH2:24][CH2:23][C:22]([O:28][P:29](=[O:30])([O-:31])[O-:32])([CH2:25][O:26][CH3:27])[CH2:21][CH2:20]3)=[C:14]([F:33])[CH:13]=2)[CH2:7]1)(=[O:3])[CH3:2] |f:1.2.3,5.6|. Procedure details: To a solution of phosphoric acid mono-(1-{4-[(S)-5-(acetylamino-methyl)-2-oxo-oxazolidin-3-yl]-2,6-difluorophenyl}-4-methoxymethyl-piperidin-4-yl)ester (5.0 g, 0.010mol) anhydrous methanol (50 ml) at 0-5° C., under argon, was added powdered anhydrous magnesium hydroxide (0.585 g, 0.010 mol) and water (5 ml) simultanously. The reaction mixture was stirred at 5-10° C. for 2 hours. The ice-bath was removed and the stirring continued further at 30-35° C. for 1 hour. The reaction mixture was filtered... The reactants are [OH-].[Na+] (NaOH), Cl.Cl.N1CCC(CC1)C1CCNCC1 (4,4′-Bipiperidine dihydrochloride), CO (MeOH), ClC(=O)OCC1=CC=CC=C1 (benzyl chloroformate). The solvent is C1(=CC=CC=C1)C (toluene). Reaction conditions: time 1 hour. Product: N1(CCC(CC1)C1CCNCC1)C(=O)OCC1=CC=CC=C1 (benzyl 4,4′-bipiperidine-1-carboxylate). Isolated yield 40.6%. Reaction SMILES: Cl.Cl.[NH:3]1[CH2:8][CH2:7][CH:6]([CH:9]2[CH2:14][CH2:13][NH:12][CH2:11][CH2:10]2)[CH2:5][CH2:4]1.CO.Cl[C:18]([O:20][CH2:21][C:22]1[CH:27]=[CH:26][CH:25]=[CH:24][CH:23]=1)=[O:19].[OH-].[Na+]>C1(C)C=CC=CC=1>[N:3]1([C:18]([O:20][CH2:21][C:22]2[CH:27]=[CH:26][CH:25]=[CH:24][CH:23]=2)=[O:19])[CH2:8][CH2:7][CH:6]([CH:9]2[CH2:14][CH2:13][NH:12][CH2:11][CH2:10]2)[CH2:5][CH2:4]1 |f:0.1.2,5.6|. Procedure details: 4,4′-Bipiperidine dihydrochloride (2.95 g) was mixed with MeOH (25 ml), and a mixture of benzyl chloroformate (2.2 g) and toluene (5 ml) was added dropwise thereto over 1 hour while keeping the solution neutral by adding a 6 M aqueous NaOH solution at the same time. The reaction mixture was stirred at room temperature for 30 minutes and then concentrated under reduced pressure. CHCl3, and a saturated aqueous sodium hydrogen carbonate solution were added to the reaction mixture. The organic layer... Starting materials: ON=C1CCc2cc(Br)ccc21, N#Cc1ccc(B(O)O)cc1. The product is N#Cc1ccc(-c2ccc3c(c2)CCC3=NO)cc1. As a reaction SMILES: [Br:1][c:2]1[cH:3][c:4]2[c:8]([cH:9][cH:10]1)[C:7](=[N:11][OH:12])[CH2:6][CH2:5]2.[C:13](#[N:14])[c:15]1[cH:16][cH:17][c:18]([B:21]([OH:22])[OH:23])[cH:19][cH:20]1>>[c:2]1(-[c:18]2[cH:17][cH:16][c:15]([C:13]#[N:14])[cH:20][cH:19]2)[cH:3][c:4]2[c:8]([cH:9][cH:10]1)[C:7](=[N:11][OH:12])[CH2:6][CH2:5]2.